Dataset: the Open Reaction Database (ORD), a public repository of structured organic reaction records. Task: describe an organic reaction: reactants, conditions, products, and yield The reactants are CC1CC2C3CCC4=CC(=O)CCC4=C3C(c3ccc(Br)cc3)CC2(C)C1C(=O)C1CC1, COc1ccc(B(O)O)cn1. Yields the product COc1ccc(-c2ccc(C3CC4(C)C(CC(C)C4C(=O)C4CC4)C4CCC5=CC(=O)CCC5=C34)cc2)cn1. RXN SMILES: [Br:1][c:2]1[cH:3][cH:4][c:5]([CH:8]2[C:9]3=[C:10]4[CH2:11][CH2:12][C:13](=[O:32])[CH:14]=[C:15]4[CH2:16][CH2:17][CH:18]3[CH:19]3[CH2:20][CH:21]([CH3:31])[CH:22]([C:26](=[O:27])[CH:28]4[CH2:29][CH2:30]4)[C:23]3([CH3:24])[CH2:25]2)[cH:6][cH:7]1.[CH3:33][O:34][c:35]1[cH:36][cH:37][c:38]([B:41]([OH:42])[OH:43])[cH:39][n:40]1>>[c:2]1(-[c:38]2[cH:37][cH:36][c:35]([O:34][CH3:33])[n:40][cH:39]2)[cH:3][cH:4][c:5]([CH:8]2[C:9]3=[C:10]4[CH2:11][CH2:12][C:13](=[O:32])[CH:14]=[C:15]4[CH2:16][CH2:17][CH:18]3[CH:19]3[CH2:20][CH:21]([CH3:31])[CH:22]([C:26](=[O:27])[CH:28]4[CH2:29][CH2:30]4)[C:23]3([CH3:24])[CH2:25]2)[cH:6][cH:7]1. The reactants are CN(C)C(=N)N[N+](=O)[O-], ClCc1cnc(Cl)s1, [Na+], CN(C)C=O, [OH-]. Yields the product CN(C)C(=N[N+](=O)[O-])NCc1cnc(Cl)s1. Reaction SMILES: [CH3:1][N:2]([C:3](=[NH:4])[NH:5][N+:6](=[O:7])[O-:8])[CH3:9].[Cl:12][c:13]1[s:14][c:15]([CH2:18][Cl:19])[cH:16][n:17]1.[Na+:11].[O:20]=[CH:21][N:22]([CH3:23])[CH3:24].[OH-:10]>>[CH3:1][N:2]([C:3]([NH:4][CH2:18][c:15]1[s:14][c:13]([Cl:12])[n:17][cH:16]1)=[N:5][N+:6](=[O:7])[O-:8])[CH3:9]. The reactants are [Al+3], C1CCOC1, COC(=O)c1cccc(-c2ccc(OCCC(C)(C)F)cc2C)c1C, [H-], [H-], [H-], [H-], [Li+]. The product is Cc1cc(OCCC(C)(C)F)ccc1-c1cccc(CO)c1C. Reaction SMILES: [Al+3:2].[CH2:32]1[O:33][CH2:34][CH2:35][CH2:36]1.[F:7][C:8]([CH2:9][CH2:10][O:11][c:12]1[cH:13][c:14]([CH3:29])[c:15](-[c:18]2[c:19]([CH3:28])[c:20]([C:24](=[O:25])[O:26][CH3:27])[cH:21][cH:22][cH:23]2)[cH:16][cH:17]1)([CH3:30])[CH3:31].[H-:1].[H-:4].[H-:5].[H-:6].[Li+:3]>>[F:7][C:8]([CH2:9][CH2:10][O:11][c:12]1[cH:13][c:14]([CH3:29])[c:15](-[c:18]2[c:19]([CH3:28])[c:20]([CH2:24][OH:25])[cH:21][cH:22][cH:23]2)[cH:16][cH:17]1)([CH3:30])[CH3:31]. Starting materials: ClC1=C(C(=O)OC)C=CC(=C1)C=C (methyl 2-chloro-4-ethenylbenzoate). Reagents/catalysts: [O-]S(=O)(=O)[O-].[Ba+2].[Pd] (BaSO4 Pd). Solvent: C(C)(=O)OCC (ethyl acetate). Run at time 4 hour. The yield is 95.7%. Product: ClC1=C(C(=O)OC)C=CC(=C1)CC (methyl 2-chloro-4-ethylbenzoate). Procedure: Charged methyl 2-chloro-4-ethenylbenzoate (437 mg, 2.23 mmol), BaSO4/Pd (100 mg, 5%) and ethyl acetate (9 mL) to a flask, the mixture was then purged with H2, and stirred at room temperature for 4 h. The reaction mixture was then filtered, concentrated to give 424 mg of the title compound (96%). 1H NMR (400 MHz, CDCl3): δ 1.24 (3H, t, J=7.6 Hz), 2.65 (2H, q, J=7.6 Hz), 3.91 (3H, s), 7.12 (1H, dd, J=1.2 Hz, 8.4 Hz), 7.28 (1H, d, J=1.6 Hz), 7.77 (1H, d, J=8.0 Hz). As a reaction SMILES: [Cl:1][C:2]1[CH:11]=[C:10]([CH:12]=[CH2:13])[CH:9]=[CH:8][C:3]=1[C:4]([O:6][CH3:7])=[O:5]>[O-]S([O-])(=O)=O.[Ba+2].[Pd].C(OCC)(=O)C>[Cl:1][C:2]1[CH:11]=[C:10]([CH2:12][CH3:13])[CH:9]=[CH:8][C:3]=1[C:4]([O:6][CH3:7])=[O:5] |f:1.2.3|. Starting materials: [H-].[Na+] (NaH), C(CCCC)O (1-pentanol), FC1=C(C=C(C=C1)[N+](=O)[O-])C(F)(F)F (1-fluoro-4-nitro-2-trifluoromethylbenzene). The solvent is C1CCOC1 (THF). Conditions: time 30 minute. Product: [N+](=O)([O-])C1=CC(=C(C=C1)OCCCCC)C(F)(F)F (4-nitro-1-pentyloxy-2-trifluoromethyl-benzene). RXN SMILES: [H-].[Na+].[CH2:3]([OH:8])[CH2:4][CH2:5][CH2:6][CH3:7].F[C:10]1[CH:15]=[CH:14][C:13]([N+:16]([O-:18])=[O:17])=[CH:12][C:11]=1[C:19]([F:22])([F:21])[F:20]>C1COCC1>[N+:16]([C:13]1[CH:14]=[CH:15][C:10]([O:8][CH2:3][CH2:4][CH2:5][CH2:6][CH3:7])=[C:11]([C:19]([F:22])([F:21])[F:20])[CH:12]=1)([O-:18])=[O:17] |f:0.1|. Reported procedure: NaH (0.7 g, 17.5 mmol) is added to a solution of 1-pentanol (5 ml) in dry THF (25 ml). After stirring at room temperature for 30 min, 3.50 g (16.7 mmole) of 1-fluoro-4-nitro-2-trifluoromethylbenzene is added, and stirring is continued at room temperature overnight. The reaction is quenched with water and extracted with ethylacetate, dried over sodium sulfate and evaporated to dryness. The residue is purified by chromatography on silica gel, eluted with 33% dichloromethane/hexane. Removal of solv... The reactants are O=C(OC(Cl)(Cl)Cl)Cl (diphosgene), NC(C(=O)OC)CC(=C)C (methyl 2-amino-4-methyl-4-pentenoate), C (charcoal). Run in O1CCOCC1 (dioxane). Yields the product N(=C=O)C(C(=O)OC)CC(=C)C (methyl 2-isocyanato-4-methyl-4-pentenoate). RXN SMILES: [O:1]=[C:2](Cl)OC(Cl)(Cl)Cl.[NH2:9][CH:10]([CH2:15][C:16]([CH3:18])=[CH2:17])[C:11]([O:13][CH3:14])=[O:12].C>O1CCOCC1>[N:9]([CH:10]([CH2:15][C:16]([CH3:18])=[CH2:17])[C:11]([O:13][CH3:14])=[O:12])=[C:2]=[O:1]. Procedure: 0.35 mol diphosgene is added dropwise over 1 hour to a mixture of 0.28 mol of methyl 2-amino-4-methyl-4-pentenoate, prepared as described by D. Ferroud, J. P. Genet, and R. Kiolle in Tetrahedron Letters, 1986, 27, 23-26, and 0.4 g activated charcoal in 400 mL dioxane under N2. The reaction mixture is then heated and stirred at reflux for 21/2 hours. The reaction mixture is then cooled, filtered, and concentrated to dryness by rotary evaporator, keeping exposure to moisture to a minimum. The crud...